This data is from the Open Reaction Database (ORD), a public repository of structured organic reaction records. The task is: describe an organic reaction: reactants, conditions, products, and yield Reactants: Cl (HCl), CN1CCN(CC1)C1=CC=C(C=C1)NC=1N=C(C2=C(N1)C=CS2)OC2=CC(=CC=C2)[N+](=O)[O-] (N-(4-(4-methylpiperazin-1-yl)phenyl)-4-(3-nitrophenoxy)thieno[3,2-d]pyrimidine-2-amine). The reagents and catalysts are [Fe] (Iron), [Fe] (iron). Run in C(C)O (ethanol), C(C)O (ethanol). Run at temperature 100 celsius, time 10 minute. The product is NC=1C=C(OC=2C3=C(N=C(N2)NC2=CC=C(C=C2)N2CCN(CC2)C)C=CS3)C=CC1 (4-(3-aminophenoxy)-N-(4-(4-methylpiperazin-1-yl)phenyl)thieno[3,2-d]pyrimidine-2-amine). The yield is 67.8%. RXN SMILES: Cl.[CH3:2][N:3]1[CH2:8][CH2:7][N:6]([C:9]2[CH:14]=[CH:13][C:12]([NH:15][C:16]3[N:17]=[C:18]([O:25][C:26]4[CH:31]=[CH:30][CH:29]=[C:28]([N+:32]([O-])=O)[CH:27]=4)[C:19]4[S:24][CH:23]=[CH:22][C:20]=4[N:21]=3)=[CH:11][CH:10]=2)[CH2:5][CH2:4]1>C(O)C.[Fe]>[NH2:32][C:28]1[CH:27]=[C:26]([CH:31]=[CH:30][CH:29]=1)[O:25][C:18]1[C:19]2[S:24][CH:23]=[CH:22][C:20]=2[N:21]=[C:16]([NH:15][C:12]2[CH:11]=[CH:10][C:9]([N:6]3[CH2:5][CH2:4][N:3]([CH3:2])[CH2:8][CH2:7]3)=[CH:14][CH:13]=2)[N:17]=1. Reported procedure: Iron (27.1 mmol) and 12 N HCl aqueous solution (2.17 mmol) were diluted with 50% ethanol aqueous solution (30 mL), followed by stirring at 100° C. for 10 min. The compound (5.42 mmol) obtained in Step 4 was dissolved in 50% ethanol aqueous solution (30 mL) and then added to the reaction flask in which iron was activated, followed by stirring at 100° C. for 1 hour. After the reaction was complete, the reaction mixture was filtered with celite to remove iron, and the filtrate was distilled under a... Reactants: O=C([O-])[O-], COC(=O)C(O)c1cccc(OC)c1, COc1cc(OC)nc(S(C)(=O)=O)n1, CN(C)C=O, [K+], [K+], O. Product: COC(=O)C(Oc1nc(OC)cc(OC)n1)c1cccc(OC)c1. Reaction SMILES: [C:15](=[O:16])([O-:17])[O-:18].[CH3:1][O:2][c:3]1[cH:4][c:5]([CH:9]([C:10](=[O:11])[O:12][CH3:13])[OH:14])[cH:6][cH:7][cH:8]1.[CH3:21][O:22][c:23]1[n:24][c:25]([S:31]([CH3:32])(=[O:33])=[O:34])[n:26][c:27]([O:29][CH3:30])[cH:28]1.[CH3:36][N:37]([CH3:38])[CH:39]=[O:40].[K+:19].[K+:20].[OH2:35]>>[CH3:1][O:2][c:3]1[cH:4][c:5]([CH:9]([C:10](=[O:11])[O:12][CH3:13])[O:14][c:25]2[n:24][c:23]([O:22][CH3:21])[cH:28][c:27]([O:29][CH3:30])[n:26]2)[cH:6][cH:7][cH:8]1. The solvent is O (water). The product is N1(C=NC=C1)C1=CC=C(OCC(N)(C)C)C=C1 (2-[4-(1H-Imidazol-1-yl)phenoxy]-1,1-dimethylethanamine). Reaction SMILES: Cl.Cl.[N:3]1([C:8]2[CH:19]=[CH:18][C:11]([O:12][CH2:13][C:14]([CH3:17])([CH3:16])[NH2:15])=[CH:10][CH:9]=2)[CH:7]=[CH:6][N:5]=[CH:4]1.[OH-].[Na+]>O>[N:3]1([C:8]2[CH:19]=[CH:18][C:11]([O:12][CH2:13][C:14]([CH3:17])([CH3:16])[NH2:15])=[CH:10][CH:9]=2)[CH:7]=[CH:6][N:5]=[CH:4]1 |f:0.1.2,3.4|. Reported procedure: Partially dissolve 30.69 g (0.1 mol) of 2-[4-(1H-imidazol-1-yl)phenoxy]-1,1-dimethylethanamine dihydrochloride in 50 mL of water and make basic with 70 mL 4 N NaOH. Extract this mixture with 2×100 mL of methylene chloride. Remove the solvent on a rotary evaporator to provide the title compound. Reactants: Cl.Cl.N1(C=NC=C1)C1=CC=C(OCC(N)(C)C)C=C1 (2-[4-(1H-imidazol-1-yl)phenoxy]-1,1-dimethylethanamine dihydrochloride), [OH-].[Na+] (NaOH).